From a dataset of the Open Reaction Database (ORD), a public repository of structured organic reaction records. describe an organic reaction: reactants, conditions, products, and yield Starting materials: Cl (HCl), O=C1NC(=NN1)C=1N=C(C2=CC=CC=C2C1)O[C@@H]1CN(CC1)C(=O)OC(C)(C)C ((S)-tert-butyl 3-((3-(5-oxo-4,5-dihydro-1H-1,2,4-triazol-3-yl)isoquinolin-1-yl)oxy)pyrrolidine-1-carboxylate). Solvent: O1CCOCC1 (dioxane), O1CCOCC1 (dioxane). Yields the product Cl (HCl), N1C[C@H](CC1)OC1=NC(=CC2=CC=CC=C12)C1=NNC(N1)=O ((S)-3-(1-(pyrrolidin-3-yloxy)isoquinolin-3-yl)-1H-1,2,4-triazol-5(4H)-one). Reaction SMILES: [O:1]=[C:2]1[NH:6][N:5]=[C:4]([C:7]2[N:8]=[C:9]([O:17][C@H:18]3[CH2:22][CH2:21][N:20](C(OC(C)(C)C)=O)[CH2:19]3)[C:10]3[C:15]([CH:16]=2)=[CH:14][CH:13]=[CH:12][CH:11]=3)[NH:3]1.[ClH:30]>O1CCOCC1>[ClH:30].[NH:20]1[CH2:21][CH2:22][C@H:18]([O:17][C:9]2[C:10]3[C:15](=[CH:14][CH:13]=[CH:12][CH:11]=3)[CH:16]=[C:7]([C:4]3[NH:3][C:2](=[O:1])[NH:6][N:5]=3)[N:8]=2)[CH2:19]1. Reported procedure: To a 200 mL round-bottom flask charged with crude (S)-tert-butyl 3-((3-(5-oxo-4,5-dihydro-1H-1,2,4-triazol-3-yl)isoquinolin-1-yl)oxy)pyrrolidine-1-carboxylate (5.47 g) and dioxane (27.5 mL) was added 4M HCl in dioxane (13.76 mL, 55.1 mmol). The suspension was stirred at RT with periodic monitoring by HPLC. Upon completion, the reaction mixture was concentrated in vacuo to give an HCl salt of the title compound as a light tan powder that was dried and used without further purification. ESI-MS m/z...